Dataset: the Open Reaction Database (ORD), a public repository of structured organic reaction records. Task: describe an organic reaction: reactants, conditions, products, and yield The reactants are CCCCC1CCN(CCCO)CC1, C1CCOC1, O=c1[nH]c2cccc([N+](=O)[O-])c2o1, CCOC(=O)N=NC(=O)OCC, c1ccc(P(c2ccccc2)c2ccccc2)cc1. Product: CCCCC1CCN(CCCn2c(=O)oc3c([N+](=O)[O-])cccc32)CC1. As a reaction SMILES: [CH2:14]([CH2:15][CH2:16][CH3:17])[CH:18]1[CH2:19][CH2:20][N:21]([CH2:24][CH2:25][CH2:26][OH:27])[CH2:22][CH2:23]1.[CH2:59]1[O:60][CH2:61][CH2:62][CH2:63]1.[N+:1](=[O:2])([O-:3])[c:4]1[cH:5][cH:6][cH:7][c:8]2[nH:9][c:10](=[O:13])[o:11][c:12]12.[O:28]=[C:29]([O:30][CH2:31][CH3:32])[N:33]=[N:34][C:35]([O:36][CH2:37][CH3:38])=[O:39].[c:40]1([P:41]([c:42]2[cH:43][cH:44][cH:45][cH:46][cH:47]2)[c:48]2[cH:49][cH:50][cH:51][cH:52][cH:53]2)[cH:54][cH:55][cH:56][cH:57][cH:58]1>>[N+:1](=[O:2])([O-:3])[c:4]1[cH:5][cH:6][cH:7][c:8]2[n:9]([CH2:26][CH2:25][CH2:24][N:21]3[CH2:20][CH2:19][CH:18]([CH2:14][CH2:15][CH2:16][CH3:17])[CH2:23][CH2:22]3)[c:10](=[O:13])[o:11][c:12]12.